Task: describe an organic reaction: reactants, conditions, products, and yield. Dataset: the Open Reaction Database (ORD), a public repository of structured organic reaction records The reactants are CCOC(C)=O, CC(=O)Cl, CCCCCC, NC(=O)c1cccc(C(=O)c2[nH]c3cc(Cl)ccc3c2N)c1. Yields the product CC(=O)Nc1c(C(=O)c2cccc(C(N)=O)c2)[nH]c2cc(Cl)ccc12. Reaction SMILES: [C:33]([O:34][CH2:35][CH3:36])(=[O:37])[CH3:38].[CH3:23][C:24]([Cl:25])=[O:26].[CH3:27][CH2:28][CH2:29][CH2:30][CH2:31][CH3:32].[NH2:1][c:2]1[c:3]([C:12]([c:13]2[cH:14][c:15]([C:19](=[O:20])[NH2:21])[cH:16][cH:17][cH:18]2)=[O:22])[nH:4][c:5]2[cH:6][c:7]([Cl:11])[cH:8][cH:9][c:10]12>>[NH:1]([c:2]1[c:3]([C:12]([c:13]2[cH:14][c:15]([C:19](=[O:20])[NH2:21])[cH:16][cH:17][cH:18]2)=[O:22])[nH:4][c:5]2[cH:6][c:7]([Cl:11])[cH:8][cH:9][c:10]12)[C:24]([CH3:23])=[O:26]. Starting materials: FC(C(=O)O)(F)F.CC=1SC=C(N1)C(=O)N1CCOC2(C1)CCNCC2 ((2-Methylthiazol-4-yl)(1-oxa-4,9-diazaspiro[5.5]undecan-4-yl)methanone trifluoroacetate), [Si](C)(C)(C(C)(C)C)OCCC1=CC=C(S1)CC=O (2-(5-(2-(tert-Butyldimethylsilyloxy)ethyl)thiophen-2-yl)acetaldehyde), C(C)(=O)O[BH-](OC(C)=O)OC(C)=O.[Na+] (sodium triacetoxyborohydride). Solvent: CN1CCCC1=O (NMP), C(C)(=O)O (acetic acid). Reaction conditions: time 5 minute. Yields the product [Si](C)(C)(C(C)(C)C)OCCC1=CC=C(S1)CCN1CCC2(CN(CCO2)C(=O)C=2N=C(SC2)C)CC1 ((9-(2-(5-(2-(tert-Butyldimethylsilyloxy)ethyl)thiophen-2-yl)ethyl)-1-oxa-4,9-diazaspiro[5.5]undecan-4-yl)(2-methylthiazol-4-yl)methanone). RXN SMILES: FC(F)(F)C(O)=O.[CH3:8][C:9]1[S:10][CH:11]=[C:12]([C:14]([N:16]2[CH2:21][C:20]3([CH2:26][CH2:25][NH:24][CH2:23][CH2:22]3)[O:19][CH2:18][CH2:17]2)=[O:15])[N:13]=1.[Si:27]([O:34][CH2:35][CH2:36][C:37]1[S:41][C:40]([CH2:42][CH:43]=O)=[CH:39][CH:38]=1)([C:30]([CH3:33])([CH3:32])[CH3:31])([CH3:29])[CH3:28].C(O[BH-](OC(=O)C)OC(=O)C)(=O)C.[Na+]>CN1C(=O)CCC1.C(O)(=O)C>[Si:27]([O:34][CH2:35][CH2:36][C:37]1[S:41][C:40]([CH2:42][CH2:43][N:24]2[CH2:25][CH2:26][C:20]3([O:19][CH2:18][CH2:17][N:16]([C:14]([C:12]4[N:13]=[C:9]([CH3:8])[S:10][CH:11]=4)=[O:15])[CH2:21]3)[CH2:22][CH2:23]2)=[CH:39][CH:38]=1)([C:30]([CH3:31])([CH3:33])[CH3:32])([CH3:29])[CH3:28] |f:0.1,3.4|. Procedure: (2-Methylthiazol-4-yl)(1-oxa-4,9-diazaspiro[5.5]undecan-4-yl)methanone trifluoroacetate (example 4, step h) (0.25 g) was added to a solution of 2-(5-(2-(tert-butyldimethylsilyloxy)ethyl)thiophen-2-yl)acetaldehyde (0.2 g) (example 4, step g) in a mixture of NMP (5 mL) and acetic acid (0.04 mL). The resulting mixture was stirred for 5 min then sodium triacetoxyborohydride (0.22 g) was added. The mixture was stirred for 1 h and poured into pH 7.2 buffer (50 mL). The aqueous phase was extracted with... Starting materials: F[B-](F)(F)F, O=C(O)Cc1ccc(NC(=C2C(=O)Nc3ccc(NS(=O)(=O)c4ccccc4)cc32)c2ccccc2)cc1, CCN(C(C)C)C(C)C, NCc1ccccc1, CN(C)C=O, O, CN(C)C(On1nnc2ccccc21)=[N+](C)C. The product is O=C(Cc1ccc(NC(=C2C(=O)Nc3ccc(NS(=O)(=O)c4ccccc4)cc32)c2ccccc2)cc1)NCc1ccccc1. RXN SMILES: [B-:47]([F:48])([F:49])([F:50])[F:51].[C:1](=[O:2])([OH:3])[CH2:4][c:5]1[cH:6][cH:7][c:8]([NH:11][C:12]([c:13]2[cH:14][cH:15][cH:16][cH:17][cH:18]2)=[C:19]2[C:20](=[O:38])[NH:21][c:22]3[cH:23][cH:24][c:25]([NH:28][S:29](=[O:30])(=[O:31])[c:32]4[cH:33][cH:34][cH:35][cH:36][cH:37]4)[cH:26][c:27]32)[cH:9][cH:10]1.[CH2:69]([N:70]([CH:71]([CH3:72])[CH3:73])[CH:74]([CH3:75])[CH3:76])[CH3:77].[NH2:39][CH2:40][c:41]1[cH:42][cH:43][cH:44][cH:45][cH:46]1.[O:78]=[CH:79][N:80]([CH3:81])[CH3:82].[OH2:83].[n:52]1([O:53][C:54]([N:55]([CH3:56])[CH3:57])=[N+:58]([CH3:59])[CH3:60])[c:61]2[cH:62][cH:63][cH:64][cH:65][c:66]2[n:67][n:68]1>>[C:1](=[O:2])([CH2:4][c:5]1[cH:6][cH:7][c:8]([NH:11][C:12]([c:13]2[cH:14][cH:15][cH:16][cH:17][cH:18]2)=[C:19]2[C:20](=[O:38])[NH:21][c:22]3[cH:23][cH:24][c:25]([NH:28][S:29](=[O:30])(=[O:31])[c:32]4[cH:33][cH:34][cH:35][cH:36][cH:37]4)[cH:26][c:27]32)[cH:9][cH:10]1)[NH:39][CH2:40][c:41]1[cH:42][cH:43][cH:44][cH:45][cH:46]1. Starting materials: C1CCOC1, CCO, N#C[Na], CC1(C)OC(=O)c2ccccc2C1n1cncc1CO. Product: CCOC(=O)c1cncn1C1c2ccccc2C(=O)OC1(C)C. Reaction SMILES: [CH2:27]1[O:28][CH2:29][CH2:30][CH2:31]1.[CH3:21][CH2:22][OH:23].[Na:24][C:25]#[N:26].[OH:1][CH2:2][c:3]1[cH:4][n:5][cH:6][n:7]1[CH:8]1[C:9]([CH3:19])([CH3:20])[O:10][C:11](=[O:18])[c:12]2[cH:13][cH:14][cH:15][cH:16][c:17]21>>[O:1]=[C:2]([c:3]1[cH:4][n:5][cH:6][n:7]1[CH:8]1[C:9]([CH3:19])([CH3:20])[O:10][C:11](=[O:18])[c:12]2[cH:13][cH:14][cH:15][cH:16][c:17]21)[O:23][CH2:22][CH3:21].